Dataset: the Open Reaction Database (ORD), a public repository of structured organic reaction records. Task: describe an organic reaction: reactants, conditions, products, and yield Reactants: ClC1=CC=CC=C1 (monochlorobenzene), C([O-])([O-])=O.[K+].[K+] (potassium carbonate), Cl.ClCCN (2-chloroethylamine hydrochloride), C1(=CC=CC=C1)S(=O)(=O)Cl (benzenesulfonylchloride). Run in O (water). Product: ClCCC1=C(C=CC=C1)S(=O)(=O)N (2-chloroethylbenzenesulfonamide). Reaction SMILES: [Cl:1][C:2]1[CH:7]=CC=CC=1.Cl.ClCC[NH2:12].[C:13]1([S:19](Cl)(=[O:21])=[O:20])[CH:18]=[CH:17][CH:16]=[CH:15][CH:14]=1.C(=O)([O-])[O-].[K+].[K+]>O>[Cl:1][CH2:2][CH2:7][C:14]1[CH:15]=[CH:16][CH:17]=[CH:18][C:13]=1[S:19]([NH2:12])(=[O:21])=[O:20] |f:1.2,4.5.6|. Procedure details: 580 g. of monochlorobenzene were added to an aqueous solution of 116 g. (1 mole) of 2-chloroethylamine hydrochloride in 450 g. of water and 177 g. (1 mole) of benzenesulfonylchloride, and then the mixture was stirred at 10° ± 3°C. for 3 hours while adjusting pH to 6.5 to 8.5 with 138 g. (1 mole) of potassium carbonate. After completion of the reaction, the reaction solution was treated in the same manner as described in Example 3 to obtain 2-chloroethylbenzenesulfonamide in 94 % of yield. The reactants are CN1CC[C@]23C4C(=O)C=C[C@]2([C@H]1CC5=C3C(=C(C=C5)OC)O4)O (14-hydroxycodeinone), CN1CC[C@]23C4C(=O)C=C[C@]2([C@H]1CC5=C3C(=C(C=C5)OC)O4)O (14-hydroxycodeinone), C(C)(=O)O (acetic acid). Reagents/catalysts: [Pd] (Pd/C). Solvent: O (water). Reaction conditions: time 50 minute. Product: CN1CC[C@]23[C@@H]4[C@H](CC[C@]2([C@H]1CC5=C3C(=C(C=C5)OC)O4)O)O (6α-oxycodol). RXN SMILES: [CH3:1][N:2]1[C@@H:12]2[CH2:13][C:14]3[CH:19]=[CH:18][C:17]([O:20][CH3:21])=[C:16]4[O:22][CH:6]5[C:7]([CH:9]=[CH:10][C@:11]2([OH:23])[C@:5]5([C:15]=34)[CH2:4][CH2:3]1)=[O:8].C(O)(=O)C>[Pd].O>[CH3:1][N:2]1[C@@H:12]2[CH2:13][C:14]3[CH:19]=[CH:18][C:17]([O:20][CH3:21])=[C:16]4[O:22][C@H:6]5[C@@H:7]([OH:8])[CH2:9][CH2:10][C@:11]2([OH:23])[C@:5]5([C:15]=34)[CH2:4][CH2:3]1. Procedure details: A mixture of dry 14-hydroxycodeinone (9.5 g dry) and damp 14-hydroxycodeinone (8.5 g by LOD) was charged to a reactor and triturated with water (150 g) (to enable blending) for 15 min. The resulting slurry was filtered and a sample of the cake dried at 50° C. under vacuum (0.39 g) for analysis. The remaining wet cake (assumed 17.5 g) was charged to a stainless steel Parr pressure vessel followed by water (48.37 g to give a total water of 54.84 g accounting for the water in the starting material)... Yield: 99.3%. Reported procedure: A solution of Example 2C (1.133 g, 2.75 mmol) in dioxane (35 mL) was treated with 4 N HCl in dioxane (35 mL, 140 mmol) and stirred at 70° C. overnight. The solution was cooled, diluted with 200 mL ethyl acetate, then washed with 200 mL of 1:1 saturated aqueous sodium chloride/sodium bicarbonate and dried over anhydrous sodium sulfate. Filtration and solvent removal provided 1.085 g of the product as a yellow solid. Product: FC1=C(OC2=C(C=C(C=C2)[N+](=O)[O-])C2=CN(C=3C(NC=CC32)=O)C)C=CC(=C1)F (3-(2-(2,4-difluorophenoxy)-5-nitrophenyl)-1-methyl-1H-pyrrolo[2,3-c]pyridin-7(6H)-one). As a reaction SMILES: [F:1][C:2]1[CH:29]=[C:28]([F:30])[CH:27]=[CH:26][C:3]=1[O:4][C:5]1[CH:10]=[CH:9][C:8]([N+:11]([O-:13])=[O:12])=[CH:7][C:6]=1[C:14]1[C:22]2[C:17](=[C:18]([O:23]C)[N:19]=[CH:20][CH:21]=2)[N:16]([CH3:25])[CH:15]=1.Cl>O1CCOCC1.C(OCC)(=O)C>[F:1][C:2]1[CH:29]=[C:28]([F:30])[CH:27]=[CH:26][C:3]=1[O:4][C:5]1[CH:10]=[CH:9][C:8]([N+:11]([O-:13])=[O:12])=[CH:7][C:6]=1[C:14]1[C:22]2[CH:21]=[CH:20][NH:19][C:18](=[O:23])[C:17]=2[N:16]([CH3:25])[CH:15]=1. Solvent: C(C)(=O)OCC (ethyl acetate), O1CCOCC1 (dioxane), O1CCOCC1 (dioxane). The reactants are FC1=C(OC2=C(C=C(C=C2)[N+](=O)[O-])C2=CN(C3=C(N=CC=C32)OC)C)C=CC(=C1)F (3-(2-(2,4-difluorophenoxy)-5-nitrophenyl)-7-methoxy-1-methyl-1H-pyrrolo[2,3-c]pyridine), Cl (HCl). Run at temperature 70 celsius, time 8 hour. Starting materials: N1(CCNCC1)C(=O)OC(C)(C)C (tert-butyl piperazine-1-carboxylate), ClCC=1C=C(C(=O)NC2CCC2)C=CC1 (3-(chloromethyl)-N-cyclobutylbenzamide), C([O-])([O-])=O.[K+].[K+] (potassium carbonate), [I-].[Na+] (sodium iodide). The solvent is C(C)#N (acetonitrile), C(C)(=O)OCC (ethyl acetate), O (water). Reaction conditions: temperature 80 celsius. Product: C1(CCC1)NC(=O)C=1C=C(CN2CCN(CC2)C(=O)OC(C)(C)C)C=CC1 (tert-Butyl 4-(3-(cyclobutylcarbamoyl)benzyl)piperazine-1-carboxylate). The yield is 98.8%. Reaction SMILES: [N:1]1([C:7]([O:9][C:10]([CH3:13])([CH3:12])[CH3:11])=[O:8])[CH2:6][CH2:5][NH:4][CH2:3][CH2:2]1.Cl[CH2:15][C:16]1[CH:17]=[C:18]([CH:26]=[CH:27][CH:28]=1)[C:19]([NH:21][CH:22]1[CH2:25][CH2:24][CH2:23]1)=[O:20].C(=O)([O-])[O-].[K+].[K+].[I-].[Na+]>C(#N)C.C(OCC)(=O)C.O>[CH:22]1([NH:21][C:19]([C:18]2[CH:17]=[C:16]([CH:28]=[CH:27][CH:26]=2)[CH2:15][N:4]2[CH2:5][CH2:6][N:1]([C:7]([O:9][C:10]([CH3:13])([CH3:12])[CH3:11])=[O:8])[CH2:2][CH2:3]2)=[O:20])[CH2:25][CH2:24][CH2:23]1 |f:2.3.4,5.6|. Procedure: A stirred suspension of tert-butyl piperazine-1-carboxylate (8.94 mmol, 1.665 g), 3-(chloromethyl)-N-cyclobutylbenzamide (8.94 mmol, 2 g), potassium carbonate (17.88 mmol, 2.471 g) and sodium iodide (0.894 mmol, 0.134 g) in acetonitrile (50 ml) was heated at 80° C. for 3 hours. The reaction mixture was diluted with ethyl acetate and water. The organic layer was separated, dried (magnesium sulfate) and concentrated under reduced pressure to give the title compound (3.3 g). MS (ESI) m/z 374.4 ([M+... The reactants are Cl (hydrochloric acid), NC1=CC=C(C=C1)S(=O)(=O)NC1=CC=2C(=NSN2)C=C1 (4-amino-N-(2,1,3-benzothiadiazol-5-yl)-1-benzenesulfonamide), C(C)=O (acetaldehyde), C(#N)[BH3-].[Na+] (sodium cyanoborohydride). Reagents/catalysts: [Ti](Cl)(Cl)(Cl)Cl (titanium tetrachloride). Solvent: CO (methanol). Conditions: time 30 hour. The product is C(C)NC1=CC=C(C=C1)S(=O)(=O)NC1=CC=2C(=NSN2)C=C1 (4-ethylamino-N-(2,1,3-benzothiadiazol-5-yl)-1-benzenesulfonamide). RXN SMILES: [NH2:1][C:2]1[CH:7]=[CH:6][C:5]([S:8]([NH:11][C:12]2[CH:20]=[CH:19][C:15]3=[N:16][S:17][N:18]=[C:14]3[CH:13]=2)(=[O:10])=[O:9])=[CH:4][CH:3]=1.[CH:21](=O)[CH3:22].C([BH3-])#N.[Na+].Cl>CO.[Ti](Cl)(Cl)(Cl)Cl>[CH2:21]([NH:1][C:2]1[CH:7]=[CH:6][C:5]([S:8]([NH:11][C:12]2[CH:20]=[CH:19][C:15]3=[N:16][S:17][N:18]=[C:14]3[CH:13]=2)(=[O:10])=[O:9])=[CH:4][CH:3]=1)[CH3:22] |f:2.3|. Reported procedure: A solution of 6 g of 4-amino-N-(2,1,3-benzothiadiazol-5-yl)-1-benzenesulfonamide and 0.5 g of titanium tetrachloride in 100 ml of methanol is treated with 1 ml of freshly distilled acetaldehyde. 4 g of sodium cyanoborohydride are then added thereto and the mixture is stirred for 30 hours. Cold half-concentrated hydrochloric acid is added thereto, the mixture is worked up in the customary manner and 4-ethylamino-N-(2,1,3-benzothiadiazol-5-yl)-1-benzenesulfonamide is obtained. Reactants: aqueous solution, C(CO)(=O)O (glycolic acid), OP(=O)([O-])[O-].[K+].[K+] (K2HPO4), C(CO)(=O)[O-] (glycolate). Run at temperature 30 celsius, time 1 hour. The product is C(C=O)(=O)[O-] (glyoxylate), C(C(=O)[O-])(=O)[O-] (oxalate), C(=O)[O-] (formate). RXN SMILES: [C:1]([OH:5])(=[O:4])[CH2:2][OH:3].[OH:6]P([O-])([O-])=O.[K+].[K+].[C:13]([O-:17])(=[O:16])[CH2:14][OH:15]>>[C:1]([O-:5])(=[O:4])[CH:2]=[O:3].[C:14]([O-:6])(=[O:15])[C:13]([O-:17])=[O:16].[CH:1]([O-:5])=[O:4] |f:1.2.3|. Procedure details: Into a 15 mL polypropylene centrifuge tube were placed 3 mL of an aqueous solution containing glycolic acid (3.3 mM), K2HPO4 (33 mM, pH 8.0), glycolate oxidase (spinach, 0.33 IU/mL), catalase (bovine liver, 1400 IU/mL), and FMN (0.01 mM). The solution was maintained at 30° C. in air, and 0.15 mL aliquots were removed, filtered through a Millipore 10,000 MW cutoff filter, and analyzed by HPLC. After 1 hour, the yields of glyoxylate, oxalate, and formate were 80.9%, 3.8%, and 0%, respectively, and...